From a dataset of the Open Reaction Database (ORD), a public repository of structured organic reaction records. describe an organic reaction: reactants, conditions, products, and yield Starting materials: CCCCC(=CC=CC(=O)OC)c1ccc(OC)cc1, CO, CCCCCC, CC(C)O, [Na+], [OH-]. Yields the product CCCCC(=CC=CC(=O)O)c1ccc(OC)cc1. Reaction SMILES: [CH3:1][O:2][C:3]([CH:4]=[CH:5][CH:6]=[C:7]([CH2:8][CH2:9][CH2:10][CH3:11])[c:12]1[cH:13][cH:14][c:15]([O:18][CH3:19])[cH:16][cH:17]1)=[O:20].[CH3:21][OH:22].[CH3:25][CH2:26][CH2:27][CH2:28][CH2:29][CH3:30].[CH3:31][CH:32]([OH:33])[CH3:34].[Na+:24].[OH-:23]>>[O:2]=[C:3]([CH:4]=[CH:5][CH:6]=[C:7]([CH2:8][CH2:9][CH2:10][CH3:11])[c:12]1[cH:13][cH:14][c:15]([O:18][CH3:19])[cH:16][cH:17]1)[OH:20]. Reactants: FC(F)c1ccc(Br)cc1, O=C([O-])[O-], Cn1ccc(NC(=O)c2cc(O)c3c(c2)OC(C)(C)C3)n1, [Cs+], [Cs+], [Cu]I, CN(C)C=O. Product: Cn1ccc(NC(=O)c2cc(Oc3ccc(C(F)F)cc3)c3c(c2)OC(C)(C)C3)n1. As a reaction SMILES: [Br:22][c:23]1[cH:24][cH:25][c:26]([CH:29]([F:30])[F:31])[cH:27][cH:28]1.[C:32](=[O:33])([O-:34])[O-:35].[CH3:1][n:2]1[n:3][c:4]([NH:7][C:8](=[O:9])[c:10]2[cH:11][c:12]3[c:13]([c:19]([OH:21])[cH:20]2)[CH2:14][C:15]([CH3:17])([CH3:18])[O:16]3)[cH:5][cH:6]1.[Cs+:36].[Cs+:37].[Cu:43][I:44].[O:38]=[CH:39][N:40]([CH3:41])[CH3:42]>>[CH3:1][n:2]1[n:3][c:4]([NH:7][C:8](=[O:9])[c:10]2[cH:11][c:12]3[c:13]([c:19]([O:21][c:23]4[cH:24][cH:25][c:26]([CH:29]([F:30])[F:31])[cH:27][cH:28]4)[cH:20]2)[CH2:14][C:15]([CH3:17])([CH3:18])[O:16]3)[cH:5][cH:6]1. Starting materials: CN1C(CC[C@@]2(C3=C(CC[C@@H]12)C=C(C=C3)NC(C3=CC(=CC=C3)[N+](=O)[O-])=O)C)=O ((+)-(4aR)-(10bR)-4,10b-dimethyl-8-(3-nitrobenzoylamino)-1,2,3,4,4a,5,6,10b-octahydrobenzo[f]quinolin-3-one), O (Water). The reagents and catalysts are [Cl-].[Cl-].[Cl-].[Ti+3] (titanium trichloride). Run in C(C)(=O)OCC (ethyl acetate), CO (methanol). Reaction conditions: time 16 hour. The product is CN1C(CC[C@@]2(C3=C(CC[C@@H]12)C=C(C=C3)NC(C3=CC(=CC=C3)N)=O)C)=O ((4aR)-(10bR)-4,10b-dimethyl-8-(3-aminobenzoylamino)-1,2,3,4,4a,5,6,10b-octahydrobenzo[f]quinolin-3-one). As a reaction SMILES: [CH3:1][N:2]1[C@H:11]2[C@@:6]([CH3:28])([C:7]3[CH:15]=[CH:14][C:13]([NH:16][C:17](=[O:27])[C:18]4[CH:23]=[CH:22][CH:21]=[C:20]([N+:24]([O-])=O)[CH:19]=4)=[CH:12][C:8]=3[CH2:9][CH2:10]2)[CH2:5][CH2:4][C:3]1=[O:29].O>C(OCC)(=O)C.CO.[Cl-].[Cl-].[Cl-].[Ti+3]>[CH3:1][N:2]1[C@H:11]2[C@@:6]([CH3:28])([C:7]3[CH:15]=[CH:14][C:13]([NH:16][C:17](=[O:27])[C:18]4[CH:23]=[CH:22][CH:21]=[C:20]([NH2:24])[CH:19]=4)=[CH:12][C:8]=3[CH2:9][CH2:10]2)[CH2:5][CH2:4][C:3]1=[O:29] |f:4.5.6.7|. Reported procedure: A 200 mg portion of the product of Example 268 was dissolved in ethyl acetate and methanol. Twenty ml of 20% aqueous titanium trichloride was added, the flask was evacuated and the mixture was stirred at ambient temperature for 16 h. The mixture was then made basic with ammonium hydroxide, resulting in an exotherm and the formation of a dark solid. Water was added to break up the solid, and the mixture was extracted with dichloromethane. The remaining reaction mixture was filtered, and the solid... Starting materials: C1(CCCCC1)N=C=NC1CCCCC1 (Dicyclohexylcarbodiimide), ice, C(C)(C)(C)OC([C@H]1NCCC1)=O (L-Proline tert-butyl ester), C(C)(=O)SCC(C(=O)O)C (3-acetylthio-2-methylpropanoic acid). The solvent is ClCCl (dichloromethane), ClCCl (dichloromethane), ClCCl (dichloromethane). The product is C(C)(C)(C)OC([C@H]1N(CCC1)C(C(CS)C)=O)=O (N-(3-Mercapto-2-methylpropanoyl)-L-Proline tert-butyl Ester). As a reaction SMILES: [C:1]([O:5][C:6](=[O:12])[C@@H:7]1[CH2:11][CH2:10][CH2:9][NH:8]1)([CH3:4])([CH3:3])[CH3:2].C1(N=C=NC2CCCCC2)CCCCC1.C([S:31][CH2:32][CH:33]([CH3:37])[C:34](O)=[O:35])(=O)C>ClCCl>[C:1]([O:5][C:6](=[O:12])[C@@H:7]1[CH2:11][CH2:10][CH2:9][N:8]1[C:34](=[O:35])[CH:33]([CH3:37])[CH2:32][SH:31])([CH3:4])([CH3:2])[CH3:3]. Procedure details: L-Proline tert-butyl ester (5.1 g.) is dissolved in dichloromethane (40 ml.) and the solution stirred and chilled in an ice bath. Dicyclohexylcarbodiimide (6.2 g.) dissolved in dichloromethane (15 ml.) is added followed immediately by a solution of 3-acetylthio-2-methylpropanoic acid (4.9 g.) in dichloromethane (5 ml.). After 15 minutes stirring in the ice bath and 16 hours at room temperature, the precipitate is filtered off and the filtrate is concentrated to dryness in vacuo. The residue is d... Reaction SMILES: [CH3:1][N:2]([CH3:43])[CH2:3][CH2:4][NH:5][C:6]([C@@H:8]([NH:20][C:21]([C:23]1[CH:42]=[CH:41][C:26]2[N:27]([CH:35]3[CH2:40][CH2:39][CH2:38][CH2:37][CH2:36]3)[C:28]([C:30]3[CH:34]=[CH:33][O:32][CH:31]=3)=[N:29][C:25]=2[CH:24]=1)=[O:22])[CH2:9][C:10]1[C:18]2[C:13](=[CH:14][CH:15]=[C:16]([OH:19])[CH:17]=2)[NH:12][CH:11]=1)=[O:7].NCCN1C[CH2:51][O:50][CH2:49]C1>>[OH:19][C:16]1[CH:17]=[C:18]2[C:13](=[CH:14][CH:15]=1)[NH:12][CH:11]=[C:10]2[CH2:9][C@H:8]([NH:20][C:21]([C:23]1[CH:42]=[CH:41][C:26]2[N:27]([CH:35]3[CH2:36][CH2:37][CH2:38][CH2:39][CH2:40]3)[C:28]([C:30]3[CH:34]=[CH:33][O:32][CH:31]=3)=[N:29][C:25]=2[CH:24]=1)=[O:22])[C:6](=[O:7])[NH:5][CH2:4][CH2:3][N:2]1[CH2:1][CH2:51][O:50][CH2:49][CH2:43]1. Reactants: CN(CCNC(=O)[C@H](CC1=CNC2=CC=C(C=C12)O)NC(=O)C1=CC2=C(N(C(=N2)C2=COC=C2)C2CCCCC2)C=C1)C (1-Cyclohexyl-2-furan-3-yl-1H-benzimidazole-5-carboxylic acid [(S)-1-(2-dimethylamino-ethylcarbamoyl)-2-(5-hydroxy-1H-indol-3-yl)-ethyl]-amide), NCCN1CCOCC1 (aminoethylmorpholine). Procedure details: The carboxylic acid of example 133 was coupled to aminoethylmorpholine under standard TBTU conditions to yield the title compound of example 135. Yields the product OC=1C=C2C(=CNC2=CC1)C[C@@H](C(NCCN1CCOCC1)=O)NC(=O)C1=CC2=C(N(C(=N2)C2=COC=C2)C2CCCCC2)C=C1 (1-Cyclohexyl-2-furan-3-yl-1H-benzimidazole-5-carboxylic acid [(S)-2-(5-hydroxy-1H-indol-3-yl)-1-(2-morpholin-4-yl-ethylcarbamoyl)-ethyl]-amide). The reactants are COc1cc2c(Oc3ccc4[nH]c(C)cc4c3F)ncnc2cc1OCc1ccccc1, CN1CCCC1=O, O. The product is COc1cc2c(Oc3ccc4[nH]c(C)cc4c3F)ncnc2cc1O. As a reaction SMILES: [CH2:1]([c:2]1[cH:3][cH:4][cH:5][cH:6][cH:7]1)[O:8][c:9]1[c:10]([O:31][CH3:32])[cH:11][c:12]2[c:13]([O:19][c:20]3[c:21]([F:30])[c:22]4[cH:23][c:24]([CH3:29])[nH:25][c:26]4[cH:27][cH:28]3)[n:14][cH:15][n:16][c:17]2[cH:18]1.[CH3:34][N:35]1[CH2:36][CH2:37][CH2:38][C:39]1=[O:40].[OH2:33]>>[OH:8][c:9]1[c:10]([O:31][CH3:32])[cH:11][c:12]2[c:13]([O:19][c:20]3[c:21]([F:30])[c:22]4[cH:23][c:24]([CH3:29])[nH:25][c:26]4[cH:27][cH:28]3)[n:14][cH:15][n:16][c:17]2[cH:18]1.